Dataset: the Open Reaction Database (ORD), a public repository of structured organic reaction records. Task: describe an organic reaction: reactants, conditions, products, and yield Starting materials: [Br-], CCC[Mg+], O=Cc1ccc(C(=O)O)cc1, Cl, C1CCOC1. The product is CCCC(O)c1ccc(C(=O)O)cc1. RXN SMILES: [Br-:12].[CH2:13]([CH2:14][CH3:15])[Mg+:16].[CH:1](=[O:2])[c:3]1[cH:4][cH:5][c:6]([C:7](=[O:8])[OH:9])[cH:10][cH:11]1.[ClH:17].[O:18]1[CH2:19][CH2:20][CH2:21][CH2:22]1>>[CH:1]([OH:2])([c:3]1[cH:4][cH:5][c:6]([C:7](=[O:8])[OH:9])[cH:10][cH:11]1)[CH2:13][CH2:14][CH3:15]. Starting materials: CS(=O)(=O)OCCOC1=CC=C(C=C1)C1=CC=C(C=C1)C(=O)OCC1=CC=CC=C1 (benzyl 4′-(2-methanesulfonyloxyethoxy)-biphenyl-4-carboxylate), NCC(O)C=1C=CC(=C(C1)NC=O)O (N-[5-(2-amino-1-hydroxyethyl)-2-hydroxyphenyl]formamide), O (Water), C(C)(=O)OCC (ethyl acetate). The solvent is CN(C=O)C (N,N-dimethylformamide). Conditions: temperature 80 celsius, time 8 hour. Yields the product C(=O)NC=1C=C(C=CC1O)C(CNCCOC1=CC=C(C=C1)C1=CC=C(C=C1)C(=O)OCC1=CC=CC=C1)O (benzyl 4′-{2-[2-(3-formylamino-4-hydroxyphenyl)-2-hydroxyethylamino]ethoxy}biphenyl-4-carboxylate). The yield is 11.1%. RXN SMILES: CS(O[CH2:6][CH2:7][O:8][C:9]1[CH:14]=[CH:13][C:12]([C:15]2[CH:20]=[CH:19][C:18]([C:21]([O:23][CH2:24][C:25]3[CH:30]=[CH:29][CH:28]=[CH:27][CH:26]=3)=[O:22])=[CH:17][CH:16]=2)=[CH:11][CH:10]=1)(=O)=O.[NH2:31][CH2:32][CH:33]([C:35]1[CH:36]=[CH:37][C:38]([OH:44])=[C:39]([NH:41][CH:42]=[O:43])[CH:40]=1)[OH:34].O.C(OCC)(=O)C>CN(C)C=O>[CH:42]([NH:41][C:39]1[CH:40]=[C:35]([CH:33]([OH:34])[CH2:32][NH:31][CH2:6][CH2:7][O:8][C:9]2[CH:10]=[CH:11][C:12]([C:15]3[CH:20]=[CH:19][C:18]([C:21]([O:23][CH2:24][C:25]4[CH:30]=[CH:29][CH:28]=[CH:27][CH:26]=4)=[O:22])=[CH:17][CH:16]=3)=[CH:13][CH:14]=2)[CH:36]=[CH:37][C:38]=1[OH:44])=[O:43]. Reported procedure: A mixture of benzyl 4′-(2-methanesulfonyloxyethoxy)-biphenyl-4-carboxylate (0.117 g) and N-[5-(2-amino-1-hydroxyethyl)-2-hydroxyphenyl]formamide (0.054 g) in N,N-dimethylformamide (2 mL) was stirred at 80° C. overnight. Water and ethyl acetate were added to the reaction mixture. The organic layer was separated, washed with water and brine, and dried over anhydrous magnesium sulfate. The solvent was evaporated under reduced pressure, and the residue was purified by silica gel column chromatograph... Starting materials: C(C)(C)(C)C1=NN(C(=C1)NC(NC1=CC=C(C2=CC=CC=C12)OC(CC1=CC(=NC=C1)NC(OC(C)(C)C)=O)C)=O)C1=CC=C(C=C1)C (tert-Butyl 4-(2-(4-(3-(3-tert-butyl-1-p-tolyl-1H-pyrazol-5-yl)ureido)naphthalen-1-yloxy) propyl)pyridin-2-ylcarbamate), C(=O)(C(F)(F)F)O (TFA). The solvent is C(Cl)Cl (DCM). Reaction conditions: time 2 hour. The product is NC1=NC=CC(=C1)CC(C)OC1=CC=C(C2=CC=CC=C12)NC(=O)NC1=CC(=NN1C1=CC=C(C=C1)C)C(C)(C)C (1-(4-(1-(2-Aminopyridin-4-yl)propan-2-yloxy)naphthalen-1-yl)-3-(3-tert-butyl-1-p-tolyl-1H-pyrazol-5-yl)urea). The yield is 103.1%. As a reaction SMILES: [C:1]([C:5]1[CH:9]=[C:8]([NH:10][C:11](=[O:41])[NH:12][C:13]2[C:22]3[C:17](=[CH:18][CH:19]=[CH:20][CH:21]=3)[C:16]([O:23][CH:24]([CH3:40])[CH2:25][C:26]3[CH:31]=[CH:30][N:29]=[C:28]([NH:32]C(=O)OC(C)(C)C)[CH:27]=3)=[CH:15][CH:14]=2)[N:7]([C:42]2[CH:47]=[CH:46][C:45]([CH3:48])=[CH:44][CH:43]=2)[N:6]=1)([CH3:4])([CH3:3])[CH3:2].C(O)(C(F)(F)F)=O>C(Cl)Cl>[NH2:32][C:28]1[CH:27]=[C:26]([CH2:25][CH:24]([O:23][C:16]2[C:17]3[C:22](=[CH:21][CH:20]=[CH:19][CH:18]=3)[C:13]([NH:12][C:11]([NH:10][C:8]3[N:7]([C:42]4[CH:47]=[CH:46][C:45]([CH3:48])=[CH:44][CH:43]=4)[N:6]=[C:5]([C:1]([CH3:2])([CH3:4])[CH3:3])[CH:9]=3)=[O:41])=[CH:14][CH:15]=2)[CH3:40])[CH:31]=[CH:30][N:29]=1. Procedure: To a stirred solution of the tert-butyl carbamate (50) (158 mg, 0.244 mmol) in DCM (4 mL) at 0° C. under nitrogen was added TFA (2 mL). After 5 min the reaction mixture was warmed to RT and stirred for a further 2 hr. The mixture was evaporated in vacuo and the residue was subjected to SCX capture and release to afford the title compound (Intermediate J) (138 mg, >100%): m/z 549 (M+H)+ (ES+). Starting materials: COC(CNC(C1=C(C=C(C(=C1)Cl)OC1=C(C=NC=C1)C(=O)N1CCN(C2=CC=CC=C12)C1CC1)Cl)=O)=O ({2,5-Dichloro-4-[3-(4-cyclopropyl-3,4-dihydro-2H-quinoxaline-1-carbonyl)-pyridin-4-yloxy]-benzoylamino}-acetic acid methyl ester), Cl.COC(CNC)=O (sarcosine methylester hydrochloride), brown foam. Run in CCCCCCC.C(C)(=O)OCC (n-heptane ethyl acetate). Product: COC(CN(C)C(C1=C(C=C(C(=C1)Cl)OC1=C(C=NC=C1)C(=O)N1CCN(C2=CC=CC=C12)C1CC1)Cl)=O)=O (({2,5-Dichloro-4-[3-(4-cyclopropyl-3,4-dihydro-2H-quinoxaline-1-carbonyl)-pyridin-4-yloxy]-benzoyl}-methyl-amino)-acetic acid methyl ester). As a reaction SMILES: [CH3:1][O:2][C:3](=[O:38])[CH2:4][NH:5][C:6](=[O:37])[C:7]1[CH:12]=[C:11]([Cl:13])[C:10]([O:14][C:15]2[CH:20]=[CH:19][N:18]=[CH:17][C:16]=2[C:21]([N:23]2[C:32]3[C:27](=[CH:28][CH:29]=[CH:30][CH:31]=3)[N:26]([CH:33]3[CH2:35][CH2:34]3)[CH2:25][CH2:24]2)=[O:22])=[CH:9][C:8]=1[Cl:36].Cl.[CH3:40]OC(=O)CNC>CCCCCCC.C(OCC)(=O)C>[CH3:1][O:2][C:3](=[O:38])[CH2:4][N:5]([C:6](=[O:37])[C:7]1[CH:12]=[C:11]([Cl:13])[C:10]([O:14][C:15]2[CH:20]=[CH:19][N:18]=[CH:17][C:16]=2[C:21]([N:23]2[C:32]3[C:27](=[CH:28][CH:29]=[CH:30][CH:31]=3)[N:26]([CH:33]3[CH2:34][CH2:35]3)[CH2:25][CH2:24]2)=[O:22])=[CH:9][C:8]=1[Cl:36])[CH3:40] |f:1.2,3.4|. Procedure details: The title compound was prepared in analogy to Example 29, from 2,5-dichloro-4-[3-(4-cyclopropyl-3,4-dihydro-2H-quinoxaline-1-carbonyl)-pyridin-4-yloxy]-benzoic acid (Example 29, intermediate) and sarcosine methylester hydrochloride (commercially available, CAS RN 945218-53-1) and using a gradient of n-heptane:ethyl acetate (100:0 to 0:100) as eluant. Light brown foam (33%). MS (ESI): m/z=569.135 [M+H]+. Reactants: C1(O)=CC(O)=CC=C1 (resorcinol), BrC1=C(C(=O)O)C=CC=C1 (2-bromobenzoic acid), C1=CC2=C(C=C1O)C(=O)OC3=C2C=CC(=C3)O (Urolithin A). Product: C1=CC=C2C(=C1)C3=C(C=C(C=C3)O)OC2=O (Urolithin B). Yield: 61.6%. As a reaction SMILES: C1(C=CC=C(O)C=1)O.BrC1C=CC=CC=1C(O)=O.[CH:19]1[C:24](O)=[CH:23][C:22]2[C:26]([O:28][C:29]3[CH:34]=[C:33]([OH:35])[CH:32]=[CH:31][C:30]=3[C:21]=2[CH:20]=1)=[O:27]>>[CH:19]1[CH:20]=[C:21]2[C:30]3[CH:31]=[CH:32][C:33]([OH:35])=[CH:34][C:29]=3[O:28][C:26](=[O:27])[C:22]2=[CH:23][CH:24]=1. Procedure details: Urolithin B was prepared in one step by coupling resorcinol and 2-bromobenzoic acid following the procedure for the preparation of Urolithin A. The pure compound was obtained as a off-white powder with a yield of 61.6%.